Dataset: the Open Reaction Database (ORD), a public repository of structured organic reaction records. Task: describe an organic reaction: reactants, conditions, products, and yield The reactants are ClCC(CC#C)(CCCC)O[Si](C)(C)C (4-chloromethyl-4-trimethylsilyloxy-1-octyne), olefin, azoisobutyronitrile, C(CCC)[SnH](CCCC)CCCC (tri-n-butyltin hydride). Run at temperature 125 celsius, time 1.5 hour. Product: C(CCC)[Sn](\C=C\CC(CCCC)(O[Si](C)(C)C)CCl)(CCCC)CCCC (1-Tri-n-butylstannyl-4-chloromethyl-4-trimethylsiloxy-trans-1-octene). RXN SMILES: [Cl:1][CH2:2][C:3]([O:11][Si:12]([CH3:15])([CH3:14])[CH3:13])([CH2:7][CH2:8][CH2:9][CH3:10])[CH2:4][C:5]#[CH:6].[CH2:16]([SnH:20]([CH2:25][CH2:26][CH2:27][CH3:28])[CH2:21][CH2:22][CH2:23][CH3:24])[CH2:17][CH2:18][CH3:19]>>[CH2:25]([Sn:20]([CH2:16][CH2:17][CH2:18][CH3:19])([CH2:21][CH2:22][CH2:23][CH3:24])/[CH:6]=[CH:5]/[CH2:4][C:3]([CH2:2][Cl:1])([O:11][Si:12]([CH3:15])([CH3:13])[CH3:14])[CH2:7][CH2:8][CH2:9][CH3:10])[CH2:26][CH2:27][CH3:28]. Procedure details: A mixture of 9.27 g. of 4-chloromethyl-4-trimethylsilyloxy-1-octyne, 40 mg. of azoisobutyronitrile, and 10.0 ml. of tri-n-butyltin hydride is heated and stirred at 125° C. for 1.5 hours, then vacuum distilled through a short path to give, after a forerun, 19.5 g. of product as a colorless liquid at b.p. 140-160° C./0.1-0.2 mm.; PMR δ 5.98 (m, olefin), 3.40 (s, CH2Cl), 2.40 (m, C=C--CH2), 0.14 (s, OTMS). Starting materials: Cl (hydrogen chloride), C(C)(C)(C)OC(=O)N1CCNCC1 (N-tert-butoxycarbonylpiperazine), P(O)(O)(O)=O (phosphoric acid), CC(C)([O-])C.[Na+] (sodium tert-butoxide), BrC=1C=C2[C@@H]([C@H](COC2=CC1)O)NC(C1=CC=C(C=C1)F)=O (N-[(3R,4S)-6-bromo-3-hydroxy-chroman-4-yl]-4-fluoro-benzamide). The reagents and catalysts are [CH2-]C=C.[CH2-]C=C.Cl[Pd+].Cl[Pd+] (allylpalladium(II) chloride dimer), F[B-](F)(F)F.C(C)(C)(C)[PH+](C(C)(C)C)C(C)(C)C (tri-t-butylphosphonium tetrafluoroborate). Run in O1CCOCC1 (dioxane), CO (methanol), C(C)(=O)OCC (ethyl acetate), CS(=O)C (DMSO). Product: Cl.FC1=CC=C(C(=O)N[C@@H]2[C@H](COC3=CC=C(C=C23)N2CCNCC2)O)C=C1 (4-Fluoro-N-[(3R,4S)-3-hydroxy-6-piperazin-1-yl-chroman-4-yl]benzamide hydrochloride). Isolated yield 73.0%. RXN SMILES: C(O[C:6]([N:8]1[CH2:13][CH2:12][NH:11][CH2:10][CH2:9]1)=O)(C)(C)C.BrC1[CH:16]=[C:17]2[C:22](=[CH:23][CH:24]=1)[O:21][CH2:20][C@H:19]([OH:25])[C@H:18]2[NH:26][C:27](=[O:35])[C:28]1[CH:33]=[CH:32][C:31]([F:34])=[CH:30][CH:29]=1.CC(C)([O-])C.[Na+].P(=O)(O)(O)O.[ClH:47]>CS(C)=O.CO.O1CCOCC1.[CH2-]C=C.[CH2-]C=C.Cl[Pd+].Cl[Pd+].F[B-](F)(F)F.C([PH+](C(C)(C)C)C(C)(C)C)(C)(C)C.C(OCC)(=O)C>[ClH:47].[F:34][C:31]1[CH:30]=[CH:29][C:28]([C:27]([NH:26][C@H:18]2[C:17]3[C:22](=[CH:23][CH:24]=[C:6]([N:8]4[CH2:9][CH2:10][NH:11][CH2:12][CH2:13]4)[CH:16]=3)[O:21][CH2:20][C@@H:19]2[OH:25])=[O:35])=[CH:33][CH:32]=1 |f:2.3,9.10.11.12,13.14,16.17|. Procedure details: Degas (bubble nitrogen through the mixture) a suspension of tri-t-butylphosphonium tetrafluoroborate (16.0 g, 54.6 mmol) and allylpalladium(II) chloride dimer (5.07 g, 27.3 mmol) in DMSO (1.40 L) with stirring at room temperature. Add N-tert-butoxycarbonylpiperazine (315 g, 1.64 mol, 97% pure) and N-[(3R,4S)-6-bromo-3-hydroxy-chroman-4-yl]-4-fluoro-benzamide (200.0 g, 546 mmol). Stir the mixture for 15 min under nitrogen and then heat at 80° C. Add sodium tert-butoxide (179 g, 1.80 mol) and heat...